This data is from the Open Reaction Database (ORD), a public repository of structured organic reaction records. The task is: describe an organic reaction: reactants, conditions, products, and yield The reactants are ClCC(=O)NC1=C(C=CC=C1C(C)C)C(C)C (2-chloro-N-(2,6-diisopropylphenyl)acetamide), NCC1(CCCCC1)NC1=CC=CC=C1 ((1-aminomethylcyclohexyl)phenylamine), O (water). Solvent: CN(C=O)C (dimethylformamide). Run at temperature 100 celsius, time 30 minute. The product is C(C)(C)C1=C(C(=CC=C1)C(C)C)NC(CNCC1(CCCCC1)NC1=CC=CC=C1)=O (N-(2,6-diisopropylphenyl)-2-[(1-phenylaminocyclohexyl-methyl)amino]acetamide). The yield is 56.1%. As a reaction SMILES: Cl[CH2:2][C:3]([NH:5][C:6]1[C:11]([CH:12]([CH3:14])[CH3:13])=[CH:10][CH:9]=[CH:8][C:7]=1[CH:15]([CH3:17])[CH3:16])=[O:4].[NH2:18][CH2:19][C:20]1([NH:26][C:27]2[CH:32]=[CH:31][CH:30]=[CH:29][CH:28]=2)[CH2:25][CH2:24][CH2:23][CH2:22][CH2:21]1.O>CN(C)C=O>[CH:15]([C:7]1[CH:8]=[CH:9][CH:10]=[C:11]([CH:12]([CH3:14])[CH3:13])[C:6]=1[NH:5][C:3](=[O:4])[CH2:2][NH:18][CH2:19][C:20]1([NH:26][C:27]2[CH:32]=[CH:31][CH:30]=[CH:29][CH:28]=2)[CH2:25][CH2:24][CH2:23][CH2:22][CH2:21]1)([CH3:17])[CH3:16]. Procedure: 620 mg (2.45 mmol) of 2-chloro-N-(2,6-diisopropylphenyl)acetamide are added to 500 mg (2.45 mmol) of (1-aminomethylcyclohexyl)phenylamine in 10 ml of dimethylformamide. The reaction medium is stirred at 100° C. under microwave irradiation for 30 min. It is then poured into water and extracted with ethyl acetate. The organic phases are collected and washed with water. They are dried over sodium sulfate. The solvents are evaporated. The residue is chromatographed on silica gel (heptane/ethyl aceta... Reactants: BrC=1C2=C(C=NC1)C(CC2)NC(CC)=O ((rac)-N-(4-bromo-6,7-dihydro-5H-cyclopenta[c]pyridin-7-yl)propionamide), FC1=C(C=C(C=C1)B(O)O)C (4-fluoro-3-methylphenylboronic acid). The product is FC1=C(C=C(C=C1)C=1C2=C(C=NC1)C(CC2)NC(CC)=O)C ((rac)-N-(4-(4-Fluoro-3-methylphenyl)-6,7-dihydro-5H-cyclopenta[c]pyridin-7-yl)propionamide). Yield: 86.0%. As a reaction SMILES: Br[C:2]1[C:3]2[CH2:10][CH2:9][CH:8]([NH:11][C:12](=[O:15])[CH2:13][CH3:14])[C:4]=2[CH:5]=[N:6][CH:7]=1.[F:16][C:17]1[CH:22]=[CH:21][C:20](B(O)O)=[CH:19][C:18]=1[CH3:26]>>[F:16][C:17]1[CH:22]=[CH:21][C:20]([C:2]2[C:3]3[CH2:10][CH2:9][CH:8]([NH:11][C:12](=[O:15])[CH2:13][CH3:14])[C:4]=3[CH:5]=[N:6][CH:7]=2)=[CH:19][C:18]=1[CH3:26]. Procedure details: In analogy to the procedure described for the preparation of example 1, (rac)-N-(4-bromo-6,7-dihydro-5H-cyclopenta[c]pyridin-7-yl)propionamide (intermediate A-4) was reacted with 4-fluoro-3-methylphenylboronic acid to give the title compound as grey solid in 86% yield. MS: 299.2 (M+H+).